The task is: describe an organic reaction: reactants, conditions, products, and yield. This data is from the Open Reaction Database (ORD), a public repository of structured organic reaction records. Reactants: COC=1C=C(C=C(C1)OC)O (3,5-dimethoxyphenol), BrCC(=O)C1=CC=C(C=C1)[N+](=O)[O-] (2-bromo-1-(4-nitrophenyl)ethanone). Yields the product COC1=CC(=CC2=C1C=C(O2)C2=CC=C(C=C2)[N+](=O)[O-])OC (4,6-dimethoxy-2-(4-nitrophenyl)-1-benzofuran). Yield: 44.0%. Reaction SMILES: [CH3:1][O:2][C:3]1[CH:4]=[C:5](O)[CH:6]=[C:7]([O:9][CH3:10])[CH:8]=1.Br[CH2:13][C:14]([C:16]1[CH:21]=[CH:20][C:19]([N+:22]([O-:24])=[O:23])=[CH:18][CH:17]=1)=[O:15]>>[CH3:1][O:2][C:3]1[C:4]2[CH:13]=[C:14]([C:16]3[CH:21]=[CH:20][C:19]([N+:22]([O-:24])=[O:23])=[CH:18][CH:17]=3)[O:15][C:5]=2[CH:6]=[C:7]([O:9][CH3:10])[CH:8]=1. Procedure details: This compound was prepared using Method A from 3,5-dimethoxyphenol and 2-bromo-1-(4-nitrophenyl)ethanone: Yield 44% following procedure A.2; m.p. 192-193° C.; IR 2943, 2914, 1594, 1504, 1319, 1145, 1104 cm−1; 1H-NMR (500 MHz, δ ppm, CDCl3) 8.26 (d, J=8.8 Hz, 2H), 7.88 (d, J=8.8 Hz, 2H), 7.24 (s, 1H), 6.69 (s, 1H), 6.34 (s, 1H), 3.93 (s, 3H), 3.88 (s, 3H); 13C-NMR (75 MHz, δ ppm, DMSO-d6) 160.3, 156.7, 153.6, 150.6, 146.1, 135.9, 124.5, 124.3, 112.4, 103.9, 94.9, 88.5, 55.8, 55.7. Starting materials: CN1CCN(CCO)CC1, CCOC(C)=O, COc1cc(F)ccc1[N+](=O)[O-], [H-], [Na+], CN(C)C=O. Yields the product COc1cc(OCCN2CCN(C)CC2)ccc1[N+](=O)[O-]. Reaction SMILES: [CH3:13][N:14]1[CH2:15][CH2:16][N:17]([CH2:20][CH2:21][OH:22])[CH2:18][CH2:19]1.[CH3:30][CH2:31][O:32][C:33](=[O:34])[CH3:35].[F:1][c:2]1[cH:3][c:4]([O:11][CH3:12])[c:5]([N+:8](=[O:9])[O-:10])[cH:6][cH:7]1.[H-:23].[Na+:24].[O:25]=[CH:26][N:27]([CH3:28])[CH3:29]>>[c:2]1([O:22][CH2:21][CH2:20][N:17]2[CH2:16][CH2:15][N:14]([CH3:13])[CH2:19][CH2:18]2)[cH:3][c:4]([O:11][CH3:12])[c:5]([N+:8](=[O:9])[O-:10])[cH:6][cH:7]1.